This data is from the Open Reaction Database (ORD), a public repository of structured organic reaction records. The task is: describe an organic reaction: reactants, conditions, products, and yield Starting materials: O=C([O-])[O-], N#Cc1cc2c(cn1)[nH]c1ccccc12, CCO, Cl, [K+], [K+], NO. Yields the product NC(=NO)c1cc2c(cn1)[nH]c1ccccc12. RXN SMILES: [C:19](=[O:20])([O-:21])[O-:22].[C:1](#[N:2])[c:3]1[n:4][cH:5][c:6]2[nH:7][c:8]3[cH:9][cH:10][cH:11][cH:12][c:13]3[c:14]2[cH:15]1.[CH3:25][CH2:26][OH:27].[ClH:16].[K+:23].[K+:24].[NH2:17][OH:18]>>[C:1]([NH2:2])([c:3]1[n:4][cH:5][c:6]2[nH:7][c:8]3[cH:9][cH:10][cH:11][cH:12][c:13]3[c:14]2[cH:15]1)=[N:17][OH:18]. The reactants are O=C([O-])[O-], COCCBr, [Cs+], [Cs+], CN(C)C=O, CC(=O)Nc1ccc(O)c(-c2ccnn2C)c1. Product: COCCOc1ccc(NC(C)=O)cc1-c1ccnn1C. RXN SMILES: [C:18](=[O:19])([O-:20])[O-:21].[CH3:24][O:25][CH2:26][CH2:27][Br:28].[Cs+:22].[Cs+:23].[O:29]=[CH:30][N:31]([CH3:32])[CH3:33].[OH:1][c:2]1[c:3](-[c:12]2[n:13]([CH3:17])[n:14][cH:15][cH:16]2)[cH:4][c:5]([NH:8][C:9]([CH3:10])=[O:11])[cH:6][cH:7]1>>[O:1]([c:2]1[c:3](-[c:12]2[n:13]([CH3:17])[n:14][cH:15][cH:16]2)[cH:4][c:5]([NH:8][C:9]([CH3:10])=[O:11])[cH:6][cH:7]1)[CH2:27][CH2:26][O:25][CH3:24]. As a reaction SMILES: [F:15][c:16]1[cH:17][c:18]2[c:19]([O:26][CH2:27][CH2:28][CH2:29][Br:30])[cH:20][cH:21][n:22][c:23]2[cH:24][cH:25]1.[Li+:14].[NH2:1][c:2]1[n:3][c:4]([CH2:10][CH3:11])[c:5]([OH:9])[c:6]([NH2:8])[n:7]1.[O:32]=[CH:33][N:34]([CH3:35])[CH3:36].[OH-:13].[OH2:12].[OH2:31]>>[NH2:1][c:2]1[n:3][c:4]([CH2:10][CH3:11])[c:5]([O:9][CH2:29][CH2:28][CH2:27][O:26][c:19]2[c:18]3[cH:17][c:16]([F:15])[cH:25][cH:24][c:23]3[n:22][cH:21][cH:20]2)[c:6]([NH2:8])[n:7]1. Product: CCc1nc(N)nc(N)c1OCCCOc1ccnc2ccc(F)cc12. Starting materials: Fc1ccc2nccc(OCCCBr)c2c1, [Li+], CCc1nc(N)nc(N)c1O, CN(C)C=O, [OH-], O, O. Reactants: N (ammonia), CS(=O)(=O)C1=NC(=C(C(=N1)OC1=CC(=C(C=C1)F)F)C1=CC=C(C=C1)Cl)C1=C(C=C(C=C1)Cl)Cl (2-(methylsulfonyl)-4-(3,4-difluorophenoxy)-5-[4-chlorophenyl]-6-[2,4-dichlorophenyl]pyrimidine). Solvent: C1CCOC1 (THF). Conditions: time 8 hour. Yields the product NC1=NC(=C(C(=N1)OC1=CC(=C(C=C1)F)F)C1=CC=C(C=C1)Cl)C1=C(C=C(C=C1)Cl)Cl (2-(amino)-4-(3,4-difluorophenoxy)-5-(4-chlorophenyl)-6-(2,4-dichlorophenyl)pyrimidine). Reaction SMILES: [NH3:1].CS([C:6]1[N:11]=[C:10]([O:12][C:13]2[CH:18]=[CH:17][C:16]([F:19])=[C:15]([F:20])[CH:14]=2)[C:9]([C:21]2[CH:26]=[CH:25][C:24]([Cl:27])=[CH:23][CH:22]=2)=[C:8]([C:28]2[CH:33]=[CH:32][C:31]([Cl:34])=[CH:30][C:29]=2[Cl:35])[N:7]=1)(=O)=O>C1COCC1>[NH2:1][C:6]1[N:11]=[C:10]([O:12][C:13]2[CH:18]=[CH:17][C:16]([F:19])=[C:15]([F:20])[CH:14]=2)[C:9]([C:21]2[CH:26]=[CH:25][C:24]([Cl:27])=[CH:23][CH:22]=2)=[C:8]([C:28]2[CH:33]=[CH:32][C:31]([Cl:34])=[CH:30][C:29]=2[Cl:35])[N:7]=1. Procedure details: To a 5 mL round bottom flask fitted with a magnetic stir bar and rubber septum was added 1 mL THF and excess ammonia gas. The flask was cooled to 0°. 2-(methylsulfonyl)-4-(3,4-difluorophenoxy)-5-[4-chlorophenyl]-6-[2,4-dichlorophenyl]pyrimidine (Example 20, 270 mg, 0.5 mmol) was added. The reaction mixture was stirred overnight at room temperature. The reaction mixture was washed with saturated NaHCO3, dried over MgSO4, filtered and the solvent removed under reduced pressure. Flash column chroma... Starting materials: BrCc1ccccc1, O=C([O-])[O-], CC(C)=O, [K+], [K+], O=C(O)c1ccccc1I. The product is O=C(OCc1ccccc1)c1ccccc1I. RXN SMILES: [Br:17][CH2:18][c:19]1[cH:20][cH:21][cH:22][cH:23][cH:24]1.[C:11](=[O:12])([O-:13])[O-:14].[CH3:25][C:26](=[O:27])[CH3:28].[K+:15].[K+:16].[OH:1][C:2](=[O:3])[c:4]1[cH:5][cH:6][cH:7][cH:8][c:9]1[I:10]>>[O:1]([C:2](=[O:3])[c:4]1[cH:5][cH:6][cH:7][cH:8][c:9]1[I:10])[CH2:18][c:19]1[cH:20][cH:21][cH:22][cH:23][cH:24]1. Reactants: B(Br)(Br)Br (BBr3), ClC=1C=CC(=C(C1)C1C(NC2=CC(=CC=C12)C(F)(F)F)=O)OC ((±)-3-(5-chloro-2-methoxyphenyl)-1,3-dihydro -6-(trifluoromethyl)-2H-indol-2-one). Run in C(Cl)Cl (CH2Cl2). The product is ClC=1C=CC(=C(C1)C1C(NC2=CC(=CC=C12)C(F)(F)F)=O)O ((±)-3-(5-Chloro-2-hydroxyphenyl)-1,3-dihydro-6-(trifluoromethyl)-2H-indol-2-one). Yield: 92.3%. RXN SMILES: B(Br)(Br)Br.[Cl:5][C:6]1[CH:7]=[CH:8][C:9]([O:26]C)=[C:10]([CH:12]2[C:20]3[C:15](=[CH:16][C:17]([C:21]([F:24])([F:23])[F:22])=[CH:18][CH:19]=3)[NH:14][C:13]2=[O:25])[CH:11]=1>C(Cl)Cl>[Cl:5][C:6]1[CH:7]=[CH:8][C:9]([OH:26])=[C:10]([CH:12]2[C:20]3[C:15](=[CH:16][C:17]([C:21]([F:23])([F:24])[F:22])=[CH:18][CH:19]=3)[NH:14][C:13]2=[O:25])[CH:11]=1. Procedure: A solution of BBr3 (12 mL, 12 mmol; 1M in CH2Cl2) was added to a stirred cold (-78° C.) solution of (±)-3-(5-chloro-2-methoxyphenyl)-1,3-dihydro -6-(trifluoromethyl)-2H-indol-2-one (1.37 g, 4 mmol) in anhydrous CH2Cl2 (20 mL). The mixture was allowed to warm to ambient temperature and maintained for 2 hours. The reaction was quenched with saturated NaHCO3 and then acidified with 1N HCl. The organic layer was separated, washed with water, brine and then dried (MgSO4). Evaporation of CH2Cl2 gave a... Reactants: FC(C(=O)O)(F)F.C(CCC)NC1=NC(=C2N=C(N=C2N1)OC)N (N2-Butyl-8-(methyloxy)-3H-purine-2,6-diamine trifluoroacetate), C([O-])([O-])=O.[K+].[K+] (potassium carbonate), BrCCCC1COCC1 (3-(3-bromopropyl)tetrahydrofuran). Run in CN(C)C=O (DMF). Product: C(CCC)NC1=NC(=C2N=C(N(C2=N1)CCCC1COCC1)OC)N (N2-Butyl-8-(methyloxy)-9-[3-(tetrahydro-3-furanyl)propyl]-9H-Purine-2,6-diamine). Yield: 56.3%. As a reaction SMILES: FC(F)(F)C(O)=O.[CH2:8]([NH:12][C:13]1[NH:21][C:20]2[C:16]([N:17]=[C:18]([O:22][CH3:23])[N:19]=2)=[C:15]([NH2:24])[N:14]=1)[CH2:9][CH2:10][CH3:11].C(=O)([O-])[O-].[K+].[K+].Br[CH2:32][CH2:33][CH2:34][CH:35]1[CH2:39][CH2:38][O:37][CH2:36]1>CN(C=O)C>[CH2:8]([NH:12][C:13]1[N:21]=[C:20]2[C:16]([N:17]=[C:18]([O:22][CH3:23])[N:19]2[CH2:32][CH2:33][CH2:34][CH:35]2[CH2:39][CH2:38][O:37][CH2:36]2)=[C:15]([NH2:24])[N:14]=1)[CH2:9][CH2:10][CH3:11] |f:0.1,2.3.4|. Procedure: N2-Butyl-8-(methyloxy)-3H-purine-2,6-diamine trifluoroacetate (150 mg, 0.428 mmol) was heated in dry DMF (2.5 ml) at 60° C. for 1 hour with potassium carbonate (237 mg, 1.713 mmol). The reaction mixture was cooled to room temperature and 3-(3-bromopropyl)tetrahydrofuran (99 mg, 0.514 mmol) was added. The mixture was then heated at 50° C. overnight. The reaction mixture was quenched with water (50 ml) and extracted with ethyl acetate (3×25 ml). The combined organic layers were separated and then ...